From a dataset of the Open Reaction Database (ORD), a public repository of structured organic reaction records. describe an organic reaction: reactants, conditions, products, and yield Starting materials: ICCCCCCCCC1CC2=C(C(=C(C(=C2C1)OC)OC)OC)OC (2-(8-iodooctyl)-4,5,6,7-tetramethoxyindan), Cl.CNC (dimethylamine hydrochloride), C([O-])([O-])=O.[K+].[K+] (potassium carbonate). Solvent: CN(C)C=O (DMF), O (water). Run at time 12 hour. Product: COC1=C2CC(CC2=C(C(=C1OC)OC)OC)CCCCCCCCN(C)C (N-[8-(4,5,6,7-Tetramethoxyindan-2-yl)octyl]-N,N-dimethylamine). Yield: 62.5%. RXN SMILES: I[CH2:2][CH2:3][CH2:4][CH2:5][CH2:6][CH2:7][CH2:8][CH2:9][CH:10]1[CH2:18][C:17]2[C:12](=[C:13]([O:25][CH3:26])[C:14]([O:23][CH3:24])=[C:15]([O:21][CH3:22])[C:16]=2[O:19][CH3:20])[CH2:11]1.Cl.[CH3:28][NH:29][CH3:30].C(=O)([O-])[O-].[K+].[K+]>CN(C=O)C.O>[CH3:26][O:25][C:13]1[C:14]([O:23][CH3:24])=[C:15]([O:21][CH3:22])[C:16]([O:19][CH3:20])=[C:17]2[C:12]=1[CH2:11][CH:10]([CH2:9][CH2:8][CH2:7][CH2:6][CH2:5][CH2:4][CH2:3][CH2:2][N:29]([CH3:30])[CH3:28])[CH2:18]2 |f:1.2,3.4.5|. Reported procedure: The mixture of 2-(8-iodooctyl)-4,5,6,7-tetramethoxyindan (1.20 g), dimethylamine hydrochloride (411 mg) and potassium carbonate (1.74 g) in DMF (12 ml) was stirred at room temperature for 12 hr. The reaction mixture was diluted with water and extracted with ethyl acetate. The organic layer was washed with water and saturated aqueous sodium chloride and dried. The solvent was removed in vacuo. The residue was purified by alumina column chromatography (hexane to hexane:ethyl acetate=10:1) to yield...